This data is from the Open Reaction Database (ORD), a public repository of structured organic reaction records. The task is: describe an organic reaction: reactants, conditions, products, and yield As a reaction SMILES: [Na].[Br-].[N+](C1C=CC(C[N+:11]2[CH:32]=[CH:31][C:14]3=[C:15]([C:27]([O:29][CH3:30])=[O:28])[C:16]4[NH:17][C:18]5[CH:19]=[CH:20][CH:21]=[CH:22][C:23]=5[C:24]=4[C:25]([CH3:26])=[C:13]3[CH:12]=2)=CC=1)([O-])=O.N(C1C=CC(N(C)C)=CC=1)=O.C(Cl)(Cl)Cl>CO>[C:27]([C:15]1[C:16]2[NH:17][C:18]3[CH:19]=[CH:20][CH:21]=[CH:22][C:23]=3[C:24]=2[C:25]([CH3:26])=[C:13]2[CH:12]=[N:11][CH:32]=[CH:31][C:14]=12)([O:29][CH3:30])=[O:28] |f:1.2,^1:0|. Conditions: time 8 hour. Starting materials: [Na] (sodium), [Br-].[N+](=O)([O-])C1=CC=C(C[N+]2=CC=3C(=C(C=4NC=5C=CC=CC5C4C3C)C(=O)OC)C=C2)C=C1 (2-(p-Nitrobenzyl)-5-carbomethoxy-11-methyl-6H-pyrido [4,3-b] carbazolium Bromide), N(=O)C1=CC=C(N(C)C)C=C1 (p-nitrosodimethylaniline), C(Cl)(Cl)Cl (CHCl3). Procedure: To a solution of 200 mg (13 mmol) of metallic sodium in 600 mL of dry MeOH there were added 2.70 g (5.3 mmol) of the quaternary salt 22, 1.06 g (6.3 mmol) of p-nitrosodimethylaniline, and 300 mL of dry CHCl3. The suspension was stirred overnight at room temperature in a nitrogen atmosphere and then evaporated to dryness. The residue was suspended in a solution of 30 mL of CHCl3 and 5 mL of MeOH and flash chromatographed on a column of 40 g of silica gel with ether-triethylamine (20:1) as the elu... Run in CO (MeOH). Yields the product C(=O)(OC)C1=C2C(=C(C=3C=4C=CC=CC4NC13)C)C=NC=C2 (5-Carbomethoxy-11-methyl-6H-pyrido [4,3-b] carbazole). Reactants: CC(NC(=O)Cc1cc(F)cc(F)c1)C(=O)O, COC(=O)C(N)c1nnn[nH]1, CCOC(=O)Cc1nnn[nH]1. The product is COC(=O)C(NC(=O)C(C)NC(=O)Cc1cc(F)cc(F)c1)c1nnn[nH]1. Reaction SMILES: [F:1][c:2]1[cH:3][c:4]([CH2:9][C:10](=[O:11])[NH:12][CH:13]([CH3:14])[C:15](=[O:16])[OH:17])[cH:5][c:6]([F:8])[cH:7]1.[NH2:18][CH:19]([C:20](=[O:21])[O:22][CH3:23])[c:24]1[n:25][n:26][n:27][nH:28]1.[nH:29]1[c:30]([CH2:31][C:32]([O:33][CH2:34][CH3:35])=[O:36])[n:37][n:38][n:39]1>>[F:1][c:2]1[cH:3][c:4]([CH2:9][C:10](=[O:11])[NH:12][CH:13]([CH3:14])[C:15](=[O:17])[NH:18][CH:19]([C:20](=[O:21])[O:22][CH3:23])[c:24]2[n:25][n:26][n:27][nH:28]2)[cH:5][c:6]([F:8])[cH:7]1. The reactants are CS(=O)(=O)C1=NC=CC(=N1)N1C=NC2=C1C=CC=C2 (2-Methanesulfonyl-4-[benzimidazol-1-yl]pyrimidine), C1(CCCCC1)[C@H](C)N ((S)-1-cyclohexylethylamine). The product is C1(CCCCC1)[C@H](C)NC1=NC=CC(=N1)N1C=NC2=C1C=CC=C2 ((S)-2-[1-Cyclohexylethylamino]-4-[benzimidazol-1-yl]pyrimidine). As a reaction SMILES: CS([C:5]1[N:10]=[C:9]([N:11]2[C:15]3[CH:16]=[CH:17][CH:18]=[CH:19][C:14]=3[N:13]=[CH:12]2)[CH:8]=[CH:7][N:6]=1)(=O)=O.[CH:20]1([C@@H:26]([NH2:28])[CH3:27])[CH2:25][CH2:24][CH2:23][CH2:22][CH2:21]1>>[CH:20]1([C@@H:26]([NH:28][C:5]2[N:10]=[C:9]([N:11]3[C:15]4[CH:16]=[CH:17][CH:18]=[CH:19][C:14]=4[N:13]=[CH:12]3)[CH:8]=[CH:7][N:6]=2)[CH3:27])[CH2:25][CH2:24][CH2:23][CH2:22][CH2:21]1. Procedure: 2-Methanesulfonyl-4-[benzimidazol-1-yl]pyrimidine (EXAMPLE 1) was reacted with (S)-1-cyclohexylethylamine according to the procedure described in EXAMPLE 11, Step C to afford the title compound. Mass Spectrum (ESI): 322.3 (M+1). 1H NMR (500 MHz, CDCl3): δ partial 8.63 (s, 1H); 8.30 (br s, 1H); 8.23 (br, s, 1H); 7.88 (d, J=7.3 Hz, 1H); 7.43 (m, 2H); 6.80 (d, J=5.2 Hz, 1H); 4.10 (m, 1H); 1.69-1.91 (m, 4H); 1.10-1.35 (m, 10H). Starting materials: C(C)OCC (diethyl ether), C(=O)(OC(C)(C)C)NC1=CC=C(C=C1)NC1=NNC2=NC=NC(=C21)NC2=CC(=CC=C2)Cl (3-[4-(N-BOC-amino)-phenylamino]-4-(3-chloro-phenylamino)-1H-pyrazolo[3,4-d]pyrimidine), solution, Cl (hydrochloric acid). Yields the product Cl.NC1=CC=C(C=C1)NC1=NNC2=NC=NC(=C21)NC2=CC(=CC=C2)Cl (3-(4-Amino-phenylamino)-4-(3-chloro-phenylamino)-1H-pyrazolo[3,4-d]-pyrimidine hydrochloride). Procedure: A mixture of 0.25 g (0.553 mmol) of 3-[4-(N-BOC-amino)-phenylamino]-4-(3-chloro-phenylamino)-1H-pyrazolo[3,4-d]pyrimidine (see Example 65) and 10 ml of a 3N solution of hydrochloric acid in methanol is stirred at RT for 20 hours. Then 10 ml of diethyl ether are added, the reaction mixture is filtered and the filter residue is digested in hot methanol. After cooling, filtering and washing the filter residue with diethyl ether, the crystals are dried for 15 hours under a high vacuum at 100° C. and... Run at time 20 hour. As a reaction SMILES: C([NH:8][C:9]1[CH:14]=[CH:13][C:12]([NH:15][C:16]2[C:24]3[C:19](=[N:20][CH:21]=[N:22][C:23]=3[NH:25][C:26]3[CH:31]=[CH:30][CH:29]=[C:28]([Cl:32])[CH:27]=3)[NH:18][N:17]=2)=[CH:11][CH:10]=1)(OC(C)(C)C)=O.Cl.C(OCC)C>CO>[ClH:32].[NH2:8][C:9]1[CH:14]=[CH:13][C:12]([NH:15][C:16]2[C:24]3[C:19](=[N:20][CH:21]=[N:22][C:23]=3[NH:25][C:26]3[CH:31]=[CH:30][CH:29]=[C:28]([Cl:32])[CH:27]=3)[NH:18][N:17]=2)=[CH:11][CH:10]=1 |f:4.5|. Run in CO (methanol). Reactants: [Na] (sodium), C([O-])([O-])=O.[K+].[K+] (potassium carbonate), C1=CC(=CC=C1[N+](=O)[O-])O (p-nitrophenol), BrC(C)Br (dibromoethane). Solvent: CC(=O)C (acetone). Product: BrCCOC1=CC=C(C=C1)[N+](=O)[O-] (4-(2-bromoethoxy)nitrobenzene). RXN SMILES: [Na].[CH:2]1[C:7]([N+:8]([O-:10])=[O:9])=[CH:6][CH:5]=[C:4]([OH:11])[CH:3]=1.[Br:12][CH:13](Br)[CH3:14].C(=O)([O-])[O-].[K+].[K+]>CC(C)=O>[Br:12][CH2:13][CH2:14][O:11][C:4]1[CH:5]=[CH:6][C:7]([N+:8]([O-:10])=[O:9])=[CH:2][CH:3]=1 |f:3.4.5,^1:0|. Reported procedure: 1.97 g of the sodium salt of p-nitrophenol(0.01 mol), 2.16 ml of dibromoethane (0.025 mol) and 0.5g of potassium carbonate were taken in 50 ml of dry acetone (4A activated molecular sieves) and refluxed overnight. Potassium carbonate was filtered and the solvent was removed by rotary evaporation to yield 4-(2-bromoethoxy)nitrobenzene (L) in almost quantitative yield. 1H-NMR: CDCl w: 365 (t,2H), 44 (t,2H), 70-83 (ABq,4H)/ The reactants are CN(C)C=O, COc1cc2ncnc(Cl)c2cc1OC, Nc1nc2cc(NC(=O)Nc3ccc(Cl)c(C(F)(F)F)c3)ccc2s1, C1COCCO1. Yields the product COc1cc2ncnc(Nc3nc4cc(NC(=O)Nc5ccc(Cl)c(C(F)(F)F)c5)ccc4s3)c2cc1OC. RXN SMILES: [CH3:47][N:48]([CH3:49])[CH:50]=[O:51].[Cl:1][c:2]1[n:3][cH:4][n:5][c:6]2[cH:7][c:8]([O:14][CH3:15])[c:9]([O:12][CH3:13])[cH:10][c:11]12.[NH2:16][c:17]1[s:18][c:19]2[c:20]([n:21]1)[cH:22][c:23]([NH:26][C:27](=[O:28])[NH:29][c:30]1[cH:31][c:32]([C:37]([F:38])([F:39])[F:40])[c:33]([Cl:36])[cH:34][cH:35]1)[cH:24][cH:25]2.[O:41]1[CH2:42][CH2:43][O:44][CH2:45][CH2:46]1>>[c:2]1([NH:16][c:17]2[s:18][c:19]3[c:20]([n:21]2)[cH:22][c:23]([NH:26][C:27](=[O:28])[NH:29][c:30]2[cH:31][c:32]([C:37]([F:38])([F:39])[F:40])[c:33]([Cl:36])[cH:34][cH:35]2)[cH:24][cH:25]3)[n:3][cH:4][n:5][c:6]2[cH:7][c:8]([O:14][CH3:15])[c:9]([O:12][CH3:13])[cH:10][c:11]12.